This data is from the Open Reaction Database (ORD), a public repository of structured organic reaction records. The task is: describe an organic reaction: reactants, conditions, products, and yield Starting materials: CNC(=O)OC(CN)COC(NCCCCCCCCCCCCCCCCCC)=O (2-Methylcarbamoyloxy-3-octadecylcarbamoyloxypropylamine), e1, ClCCCS(=O)(=O)NCC(CSCCCCCCCCCCCCCCCC)OC (3-(3-chloropropylsulfonylamino)-1-hexadecylthio-2-methoxypropane). Product: ClCCCS(=O)(=O)NCC(COC(NCCCCCCCCCCCCCCCCCC)=O)NC(=O)OC (3-(3-chloropropylsulfonylamino)-2-methoxycarbonylamino-1-octadecylcarbamoyloxypropane). Reaction SMILES: CNC(O[CH:6]([CH2:9][O:10][C:11](=[O:31])[NH:12][CH2:13][CH2:14][CH2:15][CH2:16][CH2:17][CH2:18][CH2:19][CH2:20][CH2:21][CH2:22][CH2:23][CH2:24][CH2:25][CH2:26][CH2:27][CH2:28][CH2:29][CH3:30])[CH2:7][NH2:8])=O.[Cl:32][CH2:33][CH2:34][CH2:35][S:36](NCC(OC)CSCCCCCCCCCCCCCCCC)(=[O:38])=[O:37]>>[Cl:32][CH2:33][CH2:34][CH2:35][S:36]([NH:8][CH2:7][CH:6]([NH:12][C:11]([O:10][CH3:9])=[O:31])[CH2:9][O:10][C:11](=[O:31])[NH:12][CH2:13][CH2:14][CH2:15][CH2:16][CH2:17][CH2:18][CH2:19][CH2:20][CH2:21][CH2:22][CH2:23][CH2:24][CH2:25][CH2:26][CH2:27][CH2:28][CH2:29][CH3:30])(=[O:37])=[O:38]. Procedure details: 2-Methoxycarbonylamino-3-octadecylcarbamoyloxypropylamine IV e1 is allowed to react and worked up by the same procedure as described in (4). mp. 99°-101° C. The summary of the experimental condition and the physical data of the product are listed in Table 7. The reactants are C(CCCCCCCCCCC)=O (Dodecanal), C(CCCO)O (1,4-butane diol), C(CCCCCCCCCCC)=O (dodecanal). The solvent is CC(=O)C (acetone). Reaction conditions: temperature 50 celsius. The product is C(CCCO)O.C(CCCCCCCCCCC)=O (1,4-butane diol dodecanal). The yield is 36.1%. Reaction SMILES: [CH:1](=[O:13])[CH2:2][CH2:3][CH2:4][CH2:5][CH2:6][CH2:7][CH2:8][CH2:9][CH2:10][CH2:11][CH3:12].[CH2:14]([OH:19])[CH2:15][CH2:16][CH2:17][OH:18]>CC(C)=O>[CH2:14]([OH:19])[CH2:15][CH2:16][CH2:17][OH:18].[CH:1](=[O:13])[CH2:2][CH2:3][CH2:4][CH2:5][CH2:6][CH2:7][CH2:8][CH2:9][CH2:10][CH2:11][CH3:12] |f:3.4|. Procedure: Dodecanal (5 g) was reacted with 1,4-butane diol (1 g) by warming the mixture to 50° C. in order to melt the dodecanal and then allowing it to cool to room temperature. The mixture went completely solid and was worked up as in Example 3 with acetone to yield the 1,4-butane diol/dodecanal adduct (1.1 g) M.Pt 51° C. Reactants: C(C)(C)(C)OC(NC1=CC=C(C=C1)SC1=C(C=C(C=C1)C(NC1=CC(=CC=C1)Br)=O)NC=1C2=C(N=CN1)N=C(C=C2)C)=O ({4-[4-(3-Bromo-phenylcarbamoyl)-2-(7-methyl-pyrido[2,3-d]pyrimidin-4-ylamino)-phenylsulfanyl]-phenyl}-carbamic acid tert-butyl ester), FC(C(=O)O)(F)F (trifluoroacetic acid). Solvent: C(Cl)Cl (methylene chloride). Product: NC1=CC=C(C=C1)SC1=C(C=C(C(=O)NC2=CC(=CC=C2)Br)C=C1)NC=1C2=C(N=CN1)N=C(C=C2)C (4-(4-Amino-phenylsulfanyl)-N-(3-bromo-phenyl)-3-(7-methyl-pyrido[2,3-d]pyrimidin-4-ylamino)-benzamide), FC(C(=O)O)(F)F (trifluoroacetic acid). RXN SMILES: C(OC(=O)[NH:7][C:8]1[CH:13]=[CH:12][C:11]([S:14][C:15]2[CH:20]=[CH:19][C:18]([C:21](=[O:30])[NH:22][C:23]3[CH:28]=[CH:27][CH:26]=[C:25]([Br:29])[CH:24]=3)=[CH:17][C:16]=2[NH:31][C:32]2[C:33]3[CH:41]=[CH:40][C:39]([CH3:42])=[N:38][C:34]=3[N:35]=[CH:36][N:37]=2)=[CH:10][CH:9]=1)(C)(C)C.[F:44][C:45]([F:50])([F:49])[C:46]([OH:48])=[O:47]>C(Cl)Cl>[NH2:7][C:8]1[CH:13]=[CH:12][C:11]([S:14][C:15]2[CH:20]=[CH:19][C:18]([C:21]([NH:22][C:23]3[CH:28]=[CH:27][CH:26]=[C:25]([Br:29])[CH:24]=3)=[O:30])=[CH:17][C:16]=2[NH:31][C:32]2[C:33]3[CH:41]=[CH:40][C:39]([CH3:42])=[N:38][C:34]=3[N:35]=[CH:36][N:37]=2)=[CH:10][CH:9]=1.[F:44][C:45]([F:50])([F:49])[C:46]([OH:48])=[O:47]. Procedure details: The product of Example 66 was treated with trifluoroacetic acid (3 mL) in methylene chloride (3 mL) at room temperature for 30 minutes. The solvents were removed under vacuum to provide the title compound as a trifluoroacetic acid salt. 1H NMR (300 MHz, DMSO-D6) δ ppm: 2.77 (s, 3 H) 6.65 (d, J=8.46 Hz, 2 H) 6.97 (d, J=8.46 Hz, 1 H) 7.16 (d, J=8.46 Hz, 2 H) 7.30 (m, 2 H) 7.72 (m, 1 H) 7.90 (m, 3 H) 8.05 (s, 1 H) 8.92 (s, 1 H) 9.01 (d, J=8.46 Hz, 1 H) 10.36 (s, 1 H) 11.78 (s, 1 H); MS (ESI+) m/z 5... The reactants are CC1(CC(CC(C1)(C)CN=C=O)N=C=O)C (IPDI), C(C=C)(=O)OCCCCO (4-hydroxybutyl acrylate), polyether diol. Product: C(C=C)(=O)O.NC(=O)OCC (urethane acrylate). As a reaction SMILES: CC1(C)CC(C[N:10]=C=O)(C)CC(N=C=O)C1.[C:17]([O:21][CH2:22][CH2:23]CCO)(=[O:20])[CH:18]=[CH2:19]>>[C:17]([OH:21])(=[O:20])[CH:18]=[CH2:19].[NH2:10][C:17]([O:21][CH2:22][CH3:23])=[O:20] |f:2.3|. Reported procedure: A urethane acrylate was prepared with IPDI, 4-hydroxybutyl acrylate, and a 4000 MW polyether diol in an equivalent ratio of 3/2/1. The reaction product was a clear, colorless liquid. At 25° C. the viscosity was 11,000 cps. Reaction SMILES: [N+:1]([C:4]1[CH:9]=[CH:8][C:7]([CH3:10])=[C:6]([N:11]2[C:15](=[O:16])[C:14]3=[C:17]([Cl:21])[CH:18]=[CH:19][CH:20]=[C:13]3[C:12]2=[O:22])[CH:5]=1)([O-])=O.[H][H]>[Ni].C(OCC)(=O)C>[NH2:1][C:4]1[CH:9]=[CH:8][C:7]([CH3:10])=[C:6]([N:11]2[C:15](=[O:16])[C:14]3=[C:17]([Cl:21])[CH:18]=[CH:19][CH:20]=[C:13]3[C:12]2=[O:22])[CH:5]=1. Reagents/catalysts: [Ni] (Raney nickel). Solvent: C(C)(=O)OCC (ethyl acetate). Procedure details: The mixture of 1.65 g of N-(4-nitro-o-tolyl)-3-chlorophthalimide, 200 ml of ethyl acetate and 0.92 g of pre-washed Raney nickel is hydrogenated at 3.1 atm. and room temperature until the hydrogen uptake ceases. It is filtered, evaporated and the residue recrystallized from methanol, to yield the N-(4-amino-o-tolyl)-3-chlorophthalimide melting at 209°-211°. Starting materials: [N+](=O)([O-])C1=CC(=C(C=C1)C)N1C(C=2C(C1=O)=C(C=CC2)Cl)=O (N-(4-nitro-o-tolyl)-3-chlorophthalimide), [H][H] (hydrogen). The product is NC1=CC(=C(C=C1)C)N1C(C=2C(C1=O)=C(C=CC2)Cl)=O (N-(4-amino-o-tolyl)-3-chlorophthalimide). The reactants are IC=1C=C2CCC=3C(=NOC3C3=NOC(=C3C(F)(F)F)C3=CC=CC=C3)C2=CC1 (7-iodo-3-(5-phenyl-4-(trifluoromethyl)isoxazol-3-yl)-4,5-dihydronaphtho[1,2-c]isoxazole), C(C)(=O)[O-].[K+] (potassium acetate), C1(C=CCC1)O (cyclopent-2-enol). Reagents/catalysts: [Cl-].C(CCC)[N+](CCCC)(CCCC)CCCC (tetrabutylammonium chloride), C(C)(=O)[O-].[Pd+2].C(C)(=O)[O-] (palladium (II) acetate). The solvent is CN(C)C=O (DMF). Reaction conditions: temperature 75 celsius, time 3 hour. Product: C1(=CC=CC=C1)C1=C(C(=NO1)C1=C2C(=NO1)C1=CC=C(C=C1CC2)C2CC(CC2)=O)C(F)(F)F (3-(3-(5-phenyl-4-(trifluoromethyl)isoxazol-3-yl)-4,5-dihydronaphtho[1,2-c]isoxazol-7-yl)cyclopentanone). The yield is 68.0%. As a reaction SMILES: I[C:2]1[CH:3]=[C:4]2[C:27](=[CH:28][CH:29]=1)[C:8]1=[N:9][O:10][C:11]([C:12]3[C:16]([C:17]([F:20])([F:19])[F:18])=[C:15]([C:21]4[CH:26]=[CH:25][CH:24]=[CH:23][CH:22]=4)[O:14][N:13]=3)=[C:7]1[CH2:6][CH2:5]2.C([O-])(=O)C.[K+].[CH:35]1([OH:40])[CH2:39][CH2:38][CH:37]=[CH:36]1>[Cl-].C([N+](CCCC)(CCCC)CCCC)CCC.C([O-])(=O)C.[Pd+2].C([O-])(=O)C.CN(C=O)C>[C:21]1([C:15]2[O:14][N:13]=[C:12]([C:11]3[O:10][N:9]=[C:8]4[C:27]5[C:4]([CH2:5][CH2:6][C:7]=34)=[CH:3][C:2]([CH:37]3[CH2:38][CH2:39][C:35](=[O:40])[CH2:36]3)=[CH:29][CH:28]=5)[C:16]=2[C:17]([F:19])([F:20])[F:18])[CH:26]=[CH:25][CH:24]=[CH:23][CH:22]=1 |f:1.2,4.5,6.7.8|. Procedure details: To a mixture of 7-iodo-3-(5-phenyl-4-(trifluoromethyl)isoxazol-3-yl)-4,5-dihydronaphtho[1,2-c]isoxazole (Preparation 121B, 370 mg, 0.728 mmol), tetrabutylammonium chloride (202 mg, 0.728 mmol), potassium acetate (214 mg, 2.184 mmol), and anhydrous DMF (2 mL) was bubbled with nitrogen for 3 min. before palladium (II) acetate (16.34 mg, 0.073 mmol) and cyclopent-2-enol (122 mg, 1.456 mmol) were added. The mixture was bubbled for 2 min. and sealed in a 2-dram vial. The mixture was stirred at 75° C.... The reactants are C(C1=CC=CC=C1)OC(=O)N[C@@H]1[C@H]2CCOC(N2C1=O)(C)C ((6R,7R)-7-benzyloxycarbonylamino-2,2-dimethyl-1-aza-3-oxabicyclo[4.2.0]octan-8-one). Reagents/catalysts: [Pd] (palladium charcoal). Solvent: C(C)(=O)OCC (ethyl acetate). Conditions: time 1.5 hour. The product is N[C@@H]1[C@H]2CCOC(N2C1=O)(C)C ((6R,7R)-7-amino-2,2-dimethyl-1-aza-3-oxabicyclo[4.2.0]octan-8-one). The yield is 91.3%. As a reaction SMILES: C(OC([NH:11][C@H:12]1[C:19](=[O:20])[N:18]2[C@@H:13]1[CH2:14][CH2:15][O:16][C:17]2([CH3:22])[CH3:21])=O)C1C=CC=CC=1>C(OCC)(=O)C.[Pd]>[NH2:11][C@H:12]1[C:19](=[O:20])[N:18]2[C@@H:13]1[CH2:14][CH2:15][O:16][C:17]2([CH3:22])[CH3:21]. Procedure details: A mixture of (6R,7R)-7-benzyloxycarbonylamino-2,2-dimethyl-1-aza-3-oxabicyclo[4.2.0]octan-8-one (748 mg) and 10% palladium charcoal (180 mg) in ethyl acetate (15 ml) was stirred under a hydrogen atmosphere for 1.5 hours at ambient temperature. The mixture was filtered and the filtrate was evaporated in vacuo to give (6R,7R)-7-amino-2,2-dimethyl-1-aza-3-oxabicyclo[4.2.0]octan-8-one (382 mg) as a crystalline solid.